From a dataset of the Open Reaction Database (ORD), a public repository of structured organic reaction records. describe an organic reaction: reactants, conditions, products, and yield Reactants: FC1=NC=CC(=C1)C(=O)O (2-fluoro-4-pyridinecarboxylic acid), C(=O)(N1C=NC=C1)N1C=NC=C1 (1,1′-carbonylbis-1H-imidazole), Cl (Hydrochloric acid), [Mg+].C(CC(=O)[O-])(=O)OCC (monoethyl malonate magnesium salt). Run in O1CCCC1 (tetrahydrofuran). Reaction conditions: time 30 minute. Yields the product FC1=NC=CC(=C1)C(CC(=O)OCC)=O (ethyl 3-(2-fluoro-4-pyridyl)-3-oxopropionate). Yield: 88.9%. Reaction SMILES: [F:1][C:2]1[CH:7]=[C:6]([C:8]([OH:10])=O)[CH:5]=[CH:4][N:3]=1.C(N1C=CN=C1)(N1C=CN=C1)=O.[Mg+].[C:24]([O:30][CH2:31][CH3:32])(=[O:29])[CH2:25]C([O-])=O.Cl>O1CCCC1>[F:1][C:2]1[CH:7]=[C:6]([C:8](=[O:10])[CH2:25][C:24]([O:30][CH2:31][CH3:32])=[O:29])[CH:5]=[CH:4][N:3]=1 |f:2.3|. Reported procedure: To a solution of 2-fluoro-4-pyridinecarboxylic acid (10 g, 70.9 mmol) in tetrahydrofuran (150 ml) was added 1,1′-carbonylbis-1H-imidazole (12.7 g, 78.0 mmol), and the mixture was heated under reflux for 30 min. The reaction solution was cooled and monoethyl malonate magnesium salt (11.2 g, 39.0 mmol) was added. The mixture was stirred at room temperature for 30 min. 1N Hydrochloric acid (200 ml) was added to the reaction solution, and the mixture was extracted with ethyl acetate (200 ml×2). The ... The reactants are tetrakistriphenyl-phosphine palladium(0), [F-].[Cs+] (cesium fluoride), O1CCOCC1 (dioxane), BrC1=CC(=C(C(=C1)F)F)F (1-bromo-3,4,5-trifluorobenzene), C(=C\C)/B(O)O (trans-1-propen-1-ylboronic acid). Run in O (water), CCCCCC (hexane), O (water). Reaction conditions: temperature 80 celsius, time 5 hour. The product is FC1=C(C(=CC(=C1)\C=C\C)F)F (1,2,3-trifluoro-5-((E)-propenyl)benzene). Yield: 84.1%. Reaction SMILES: [F-].[Cs+].O1CCOCC1.Br[C:10]1[CH:15]=[C:14]([F:16])[C:13]([F:17])=[C:12]([F:18])[CH:11]=1.[CH:19](/B(O)O)=[CH:20]\[CH3:21]>O.CCCCCC>[F:16][C:14]1[CH:15]=[C:10](/[CH:19]=[CH:20]/[CH3:21])[CH:11]=[C:12]([F:18])[C:13]=1[F:17] |f:0.1|. Reported procedure: In nitrogen atmosphere, tetrakistriphenyl-phosphine palladium(0) (4.66 g) and cesium fluoride (21.4 g) were added to a solution mixture of dioxane (95 mL) and water (5 mL) of 1-bromo-3,4,5-trifluorobenzene (8.5 g), trans-1-propen-1-ylboronic acid (4.1 g). The resulting reaction solution was stirred at 80° C. for 5 hr and cooled to room temperature. To the reaction solution, hexane and water were added. The precipitated insoluble matter was removed by filtration, and the organic layer was separat... Reactants: NC1=NC(=C(C(=N1)S(=O)C)C#N)N1N=CC=C1 (2-amino-4-methanesulfinyl-6-pyrazol-1-yl-pyrimidine-5-carbonitrile), Cl.N1=C(C=CC2=CC=CC=C12)CN (C-quinolin-2-yl-methylamine hydrochloride), C1CCC2=NCCCN2CC1 (DBU). The solvent is COCCOC (DME). Product: NC1=NC(=C(C(=N1)N1N=CC=C1)C#N)NCC1=NC2=CC=CC=C2C=C1 (2-Amino-4-pyrazol-1-yl-6-[(quinolin-2-yl-methyl)-amino]-pyrimidine-5-carbonitrile). RXN SMILES: [NH2:1][C:2]1[N:7]=[C:6](S(C)=O)[C:5]([C:11]#[N:12])=[C:4]([N:13]2[CH:17]=[CH:16][CH:15]=[N:14]2)[N:3]=1.Cl.[N:19]1[C:28]2[C:23](=[CH:24][CH:25]=[CH:26][CH:27]=2)[CH:22]=[CH:21][C:20]=1[CH2:29][NH2:30].C1CCN2C(=NCCC2)CC1>COCCOC>[NH2:1][C:2]1[N:3]=[C:4]([N:13]2[CH:17]=[CH:16][CH:15]=[N:14]2)[C:5]([C:11]#[N:12])=[C:6]([NH:30][CH2:29][C:20]2[CH:21]=[CH:22][C:23]3[C:28](=[CH:27][CH:26]=[CH:25][CH:24]=3)[N:19]=2)[N:7]=1 |f:1.2|. Procedure details: From 2-amino-4-methanesulfinyl-6-pyrazol-1-yl-pyrimidine-5-carbonitrile, C-quinolin-2-yl-methylamine hydrochloride and DBU in DME. ES-MS m/e (%): 343 (M+H+, 100). Reactants: C(C)(=O)NC=1C(=C(C2=C(C=CO2)C1OC)OC)OCCN1CCCCC1 (5-acetamido 4,7-dimethoxy 6-piperidinoethoxy benzofuran). The solvent is Cl (hydrochloric acid). The product is NC=1C(=C(C2=C(C=CO2)C1OC)OC)OCCN1CCCCC1 (5-amino 4,7-dimethoxy 6-piperidinoethoxy benzofuran). Reaction SMILES: C([NH:4][C:5]1[C:6]([O:18][CH2:19][CH2:20][N:21]2[CH2:26][CH2:25][CH2:24][CH2:23][CH2:22]2)=[C:7]([O:16][CH3:17])[C:8]2[O:12][CH:11]=[CH:10][C:9]=2[C:13]=1[O:14][CH3:15])(=O)C>Cl>[NH2:4][C:5]1[C:6]([O:18][CH2:19][CH2:20][N:21]2[CH2:26][CH2:25][CH2:24][CH2:23][CH2:22]2)=[C:7]([O:16][CH3:17])[C:8]2[O:12][CH:11]=[CH:10][C:9]=2[C:13]=1[O:14][CH3:15]. Procedure details: A solution of 25.1 g (0.1 mole) of 5-acetamido 4,7-dimethoxy 6-piperidinoethoxy benzofuran were brought to reflux for 10 hours in 200 ml of 2 N hydrochloric acid. Then it was neutralized with concentrated soda, extracted with ethyl acetate, the solvent was evaporated, the residue was taken up again in acetone and 30 ml of 7 N hydrochloric ethanol were added. It was filtered and recrystallized in ethanol. The reactants are CC#N, N#Cc1ccc2[nH]c(C=O)cc2c1, CCOC(=O)C=P(c1ccccc1)(c1ccccc1)c1ccccc1. Yields the product CCOC(=O)C=Cc1cc2cc(C#N)ccc2[nH]1. As a reaction SMILES: [CH3:39][C:40]#[N:41].[CH:1](=[O:2])[c:3]1[nH:4][c:5]2[cH:6][cH:7][c:8]([C:12]#[N:13])[cH:9][c:10]2[cH:11]1.[c:14]1([P:15]([c:16]2[cH:17][cH:18][cH:19][cH:20][cH:21]2)([c:22]2[cH:23][cH:24][cH:25][cH:26][cH:27]2)=[CH:33][C:34](=[O:35])[O:36][CH2:37][CH3:38])[cH:28][cH:29][cH:30][cH:31][cH:32]1>>[CH:1]([c:3]1[nH:4][c:5]2[cH:6][cH:7][c:8]([C:12]#[N:13])[cH:9][c:10]2[cH:11]1)=[CH:33][C:34](=[O:35])[O:36][CH2:37][CH3:38]. Reactants: BrB(Br)Br, CCOC(=O)c1cc(=O)cc(-c2ccc(OC)cc2)o1, ClCCl, O. Product: CCOC(=O)c1cc(=O)cc(-c2ccc(O)cc2)o1. RXN SMILES: [B:1]([Br:2])([Br:3])[Br:4].[CH3:5][O:6][c:7]1[cH:8][cH:9][c:10](-[c:13]2[cH:14][c:15](=[O:24])[cH:16][c:17]([C:19](=[O:20])[O:21][CH2:22][CH3:23])[o:18]2)[cH:11][cH:12]1.[Cl:26][CH2:27][Cl:28].[OH2:25]>>[OH:6][c:7]1[cH:8][cH:9][c:10](-[c:13]2[cH:14][c:15](=[O:24])[cH:16][c:17]([C:19](=[O:20])[O:21][CH2:22][CH3:23])[o:18]2)[cH:11][cH:12]1. Starting materials: ClC1=C(C(=CC=C1)Cl)N=C=O (2,6Dichlorophenyl isocyanate), NC1=NC=NC2=CC(=C(C=C12)OC)OCC1CCN(CC1)C (4amino-6-methoxy-7-(N-methylpiperidin-4-ylmethoxy)quinazoline). The solvent is C(Cl)Cl (methylene chloride), CN(C)C=O (DMF), C(Cl)Cl (methylene chloride), CO (methanol). Reaction conditions: time 16 hour. Product: ClC1=C(C(=CC=C1)Cl)NC(=O)NC1=NC=NC2=CC(=C(C=C12)OC)OCC1CCN(CC1)C (1-(2,6-dichlorophenyl)-3-[6-methoxy-7-(N-methylpiperidin-4-ylmethoxy)quinazolin-4-yl]urea). Yield: 19.2%. As a reaction SMILES: [Cl:1][C:2]1[CH:7]=[CH:6][CH:5]=[C:4]([Cl:8])[C:3]=1[N:9]=[C:10]=[O:11].[NH2:12][C:13]1[C:22]2[C:17](=[CH:18][C:19]([O:25][CH2:26][CH:27]3[CH2:32][CH2:31][N:30]([CH3:33])[CH2:29][CH2:28]3)=[C:20]([O:23][CH3:24])[CH:21]=2)[N:16]=[CH:15][N:14]=1>C(Cl)Cl.CN(C=O)C.CO>[Cl:1][C:2]1[CH:7]=[CH:6][CH:5]=[C:4]([Cl:8])[C:3]=1[NH:9][C:10]([NH:12][C:13]1[C:22]2[C:17](=[CH:18][C:19]([O:25][CH2:26][CH:27]3[CH2:32][CH2:31][N:30]([CH3:33])[CH2:29][CH2:28]3)=[C:20]([O:23][CH3:24])[CH:21]=2)[N:16]=[CH:15][N:14]=1)=[O:11]. Procedure details: 2,6Dichlorophenyl isocyanate (0.075 g) was added to a solution of 4amino-6-methoxy-7-(N-methylpiperidin-4-ylmethoxy)quinazoline (0.093 g) in a mixture of methylene chloride (2 ml) and DMF (0.1 ml) and the reaction mixture was stirred at ambient temperature for 16 hours. The resultant solid was isolated, redissolved in a 20:1 mixture of methylene chloride and methanol and purified by column chromatography on silica using increasingly polar mixtures of methylene chloride, methanol and a 1% aqueous... Starting materials: C(=O)=O (dry-ice), C(CCC)[Li] (n-Butyllithium), C(=O)=O.CC(=O)C (dry-ice acetone), COC1=CC=C(C=C1)C1=NOC(=C1C1=CC=C(C=C1)OC)C (3,4-di(p-methoxyphenyl)-5-methylisoxazol). Solvent: C1CCOC1 (THF). Run at temperature -75 celsius, time 1 hour. Product: COC1=CC=C(C=C1)C1=NOC(=C1C1=CC=C(C=C1)OC)CC(=O)O (3,4,-Di(p-methoxyphenyl)isoxazol-5-acetic Acid). RXN SMILES: C([Li])CCC.[C:6](=[O:8])=[O:7].CC(C)=O.[CH3:13][O:14][C:15]1[CH:20]=[CH:19][C:18]([C:21]2[C:25]([C:26]3[CH:31]=[CH:30][C:29]([O:32][CH3:33])=[CH:28][CH:27]=3)=[C:24]([CH3:34])[O:23][N:22]=2)=[CH:17][CH:16]=1.C(=O)=O>C1COCC1>[CH3:13][O:14][C:15]1[CH:16]=[CH:17][C:18]([C:21]2[C:25]([C:26]3[CH:31]=[CH:30][C:29]([O:32][CH3:33])=[CH:28][CH:27]=3)=[C:24]([CH2:34][C:6]([OH:8])=[O:7])[O:23][N:22]=2)=[CH:19][CH:20]=1 |f:1.2|. Procedure details: n-Butyllithium (50 ml of 1.6 molar solution, 80 mmole) is added dropwise to a stirred, cold (dry-ice-acetone bath), solution of 3,4-di(p-methoxyphenyl)-5-methylisoxazol (21.72 g., 73.6 mmole, Ex. 2) in THF (220 ml) under a nitrogen atmosphere. After stirring for 1 hour at -75° C., the red coloured mixture is poured into crushed dry-ice and stirred. The stirred mixture is allowed to warm to room temperature, concentrated, and the residue dissolved in water. The resulting solution is twice extract...